This data is from the Open Reaction Database (ORD), a public repository of structured organic reaction records. The task is: describe an organic reaction: reactants, conditions, products, and yield Starting materials: C=C(C(=O)O)c1ccc2c(c1)C(C)(C)CCC2(C)C, COC(=O)c1ccc(N)cc1. Yields the product C=C(C(=O)Nc1ccc(C(=O)OC)cc1)c1ccc2c(c1)C(C)(C)CCC2(C)C. Reaction SMILES: [CH2:1]=[C:2]([C:3](=[O:4])[OH:5])[c:6]1[cH:7][c:8]2[c:13]([cH:14][cH:15]1)[C:12]([CH3:16])([CH3:17])[CH2:11][CH2:10][C:9]2([CH3:18])[CH3:19].[NH2:20][c:21]1[cH:22][cH:23][c:24]([C:25](=[O:26])[O:27][CH3:28])[cH:29][cH:30]1>>[CH2:1]=[C:2]([C:3](=[O:4])[NH:20][c:21]1[cH:22][cH:23][c:24]([C:25](=[O:26])[O:27][CH3:28])[cH:29][cH:30]1)[c:6]1[cH:7][c:8]2[c:13]([cH:14][cH:15]1)[C:12]([CH3:16])([CH3:17])[CH2:11][CH2:10][C:9]2([CH3:18])[CH3:19]. Reactants: NC1=NC=NC=C1C(=O)NC1=CC=CC=C1 (4-Amino-N-phenylpyrimidine-5-carboxamide), C(C)(=O)OC(C)=O (acetic anhydride). Conditions: temperature 120 celsius, time 2 hour. The product is CC=1N(C(C=2C(=NC=NC2)N1)=O)C1=CC=CC=C1 (2-Methyl-3-phenylpyrimido[4,5-d]pyrimidin-4(3H)-one). RXN SMILES: [NH2:1][C:2]1[C:7]([C:8]([NH:10][C:11]2[CH:16]=[CH:15][CH:14]=[CH:13][CH:12]=2)=[O:9])=[CH:6][N:5]=[CH:4][N:3]=1.[C:17](OC(=O)C)(=O)[CH3:18]>>[CH3:17][C:18]1[N:10]([C:11]2[CH:12]=[CH:13][CH:14]=[CH:15][CH:16]=2)[C:8](=[O:9])[C:7]2[C:2]([N:1]=1)=[N:3][CH:4]=[N:5][CH:6]=2. Reported procedure: Compound 23 (70.0 mg, 0.32 mmol) was mixed with 6 mL of acetic anhydride and the reaction mixture was stirred at 120° C. for 2 h while monitored by MS. The reaction mixture was then concentrated in vacuo to yield 75 mg of crude compound 24 which was used for the next step without further purification. Starting materials: copper nitrile, BrC1=C(C2=C(CCN(CC2)C(C(F)(F)F)=O)C=C1)O (7-bromo-6-hydroxy-3-(2,2,2-trifluoroacetyl)-2,3,4,5-tetrahydro-1H-benzo[d]azepine), CN1CCCC1=O (NMP). Conditions: temperature 150 celsius. Yields the product C(#N)C1=C(C2=C(CCN(CC2)C(C(F)(F)F)=O)C=C1)O (7-Cyano-6-hydroxy-3-(2,2,2-trifluoroacetyl)-2,3,4,5-tetrahydro-1H-benzo[d]azepine). Yield: 86.0%. As a reaction SMILES: Br[C:2]1[CH:18]=[CH:17][C:5]2[CH2:6][CH2:7][N:8]([C:11](=[O:16])[C:12]([F:15])([F:14])[F:13])[CH2:9][CH2:10][C:4]=2[C:3]=1[OH:19].[CH3:20][N:21]1C(=O)CCC1>>[C:20]([C:2]1[CH:18]=[CH:17][C:5]2[CH2:6][CH2:7][N:8]([C:11](=[O:16])[C:12]([F:15])([F:14])[F:13])[CH2:9][CH2:10][C:4]=2[C:3]=1[OH:19])#[N:21]. Procedure: Add copper nitrile (2.6 g, 28 mmol) to a solution of 7-bromo-6-hydroxy-3-(2,2,2-trifluoroacetyl)-2,3,4,5-tetrahydro-1H-benzo[d]azepine (2.4 g, 7.0 mmol) in anhydrous NMP (45 mL), degas and purge with nitrogen and heat to 150° C. for 18 h. Allow the reaction mixture to cool to ambient temperature and then dilute with EtOAc/heptane (2:1) and filter through a silica pad. Dilute the filtrate with water, and extract the aqueous phase twice with EtOAc. Dry the combined organic extracts over MgSO4, fil... The reactants are [Na] (sodium), C(CCC)O (n-butanol), C(C)OC(C=C(C(CC=C(C)C)C)CC)=O (3-ethyl-4,7-dimethyl-2,6-octadienoic acid ethyl ester). Reagents/catalysts: C(C)(=O)O (acetic acid). Run at temperature 100 celsius. The product is C(CCC)OC(C=C(C(CC=C(C)C)C)CC)=O (3-ethyl-4,7-dimethyl-2,6-octadienoic acid n-butyl ester). Isolated yield 73.0%. RXN SMILES: [Na].[CH2:2]([O:4][C:5](=[O:17])[CH:6]=[C:7]([CH2:15][CH3:16])[CH:8]([CH3:14])[CH2:9][CH:10]=[C:11]([CH3:13])[CH3:12])[CH3:3].[CH2:18](O)[CH2:19]CC>C(O)(=O)C>[CH2:2]([O:4][C:5](=[O:17])[CH:6]=[C:7]([CH2:15][CH3:16])[CH:8]([CH3:14])[CH2:9][CH:10]=[C:11]([CH3:12])[CH3:13])[CH2:3][CH2:18][CH3:19] |^1:0|. Procedure details: A solution of 100 mg of sodium in 85 ml of n-butanol is placed in a flask filled with nitrogen and cooled to ca 5° C. At this temperature, 20 g (0.09 mol) of 3-ethyl-4,7-dimethyl-2,6-octadienoic acid ethyl ester are added. The mixture is then warmed to 60° C for 5 hours and to 100° C for 3 hours. For the working-up, the mixture is acidified with a few drops of glacial acetic acid and then the major part of the n-butanol is distilled off on a rotary evaporator. The residue is taken up in n-hexane... The reactants are N1C(=NC2=C1C=CC=C2)[C@H](CC2=CC(=C(C=C2)N2S(NC(C2)=O)(=O)=O)OCC2=CC=CC=C2)NS(=O)(=O)C2=CC=CC=C2 (N-{(S)-1-(1H-benzoimidazol-2-yl)-2-[3-benzyloxy-4-(1,1,4-trioxo-1,2,5-thiadiazolidin-2-yl)-phenyl]-ethyl}-benzenesulfonamide), C(=O)([O-])[O-].[K+].[K+] (K2CO3). Reagents/catalysts: [Pd] (Pd/C). The solvent is CCO.O (EtOH water). Product: N1C(=NC2=C1C=CC=C2)[C@H](CC2=CC(=C(C=C2)N2S(NC(C2)=O)(=O)=O)O)NS(=O)(=O)C2=CC=CC=C2 (N-{(S)-1-(1H-Benzoimidazol-2-yl)-2-[3-hydroxy-4-(1,1,4-trioxo-1,2,5-thiadiazolidin-2-yl)-phenyl]-ethyl}-benzenesulfonamide). Reaction SMILES: [NH:1]1[C:5]2[CH:6]=[CH:7][CH:8]=[CH:9][C:4]=2[N:3]=[C:2]1[C@@H:10]([NH:34][S:35]([C:38]1[CH:43]=[CH:42][CH:41]=[CH:40][CH:39]=1)(=[O:37])=[O:36])[CH2:11][C:12]1[CH:17]=[CH:16][C:15]([N:18]2[CH2:22][C:21](=[O:23])[NH:20][S:19]2(=[O:25])=[O:24])=[C:14]([O:26]CC2C=CC=CC=2)[CH:13]=1.C([O-])([O-])=O.[K+].[K+]>CCO.O.[Pd]>[NH:3]1[C:4]2[CH:9]=[CH:8][CH:7]=[CH:6][C:5]=2[N:1]=[C:2]1[C@@H:10]([NH:34][S:35]([C:38]1[CH:43]=[CH:42][CH:41]=[CH:40][CH:39]=1)(=[O:36])=[O:37])[CH2:11][C:12]1[CH:17]=[CH:16][C:15]([N:18]2[CH2:22][C:21](=[O:23])[NH:20][S:19]2(=[O:24])=[O:25])=[C:14]([OH:26])[CH:13]=1 |f:1.2.3,4.5|. Procedure details: A solution of N-{(S)-1-(1H-benzoimidazol-2-yl)-2-[3-benzyloxy-4-(1,1,4-trioxo-1,2,5-thiadiazolidin-2-yl)-phenyl]-ethyl}-benzenesulfonamide and K2CO3 (50 mg) in 10 mL of EtOH/water (1:1) is hydrogenated over 10% Pd/C (100 mg) at 1 atm for 18 h. The catalyst is filtered and the solvent is removed under reduced pressure. The residue is purified by reverse phase HPLC followed by lyophilization to give the title compound as a pink solid. (M−1)−: 526. HPLC retention time: 0.98 min. (Method A). Starting materials: [OH-].[Na+] (sodium hydroxide), FC1(C[C@H](N(C1)C(=O)OC(C)(C)C)C(=O)OC)F (1-tert-butyl 2-methyl(2S)-4,4-difluoropyrrolidine-1,2-dicarboxylate), Cl (hydrochloric acid). Solvent: CO (methanol). Reaction conditions: time 2.5 hour. Yields the product C(C)(C)(C)OC(=O)N1[C@H](C(=O)O)CC(C1)(F)F (1-(tert-butoxycarbonyl)-4,4-difluoro-L-proline). Isolated yield 97.9%. As a reaction SMILES: [OH-].[Na+].[F:3][C:4]1([F:20])[CH2:8][N:7]([C:9]([O:11][C:12]([CH3:15])([CH3:14])[CH3:13])=[O:10])[C@H:6]([C:16]([O:18]C)=[O:17])[CH2:5]1.Cl>CO>[C:12]([O:11][C:9]([N:7]1[CH2:8][C:4]([F:20])([F:3])[CH2:5][C@H:6]1[C:16]([OH:18])=[O:17])=[O:10])([CH3:15])([CH3:13])[CH3:14] |f:0.1|. Procedure: 40 mL of a 2 mol/L sodium hydroxide aqueous solution was added dropwise over a period of 4 minutes under ice cooling to a 152 mL methanol solution of 15.2 g of the compound obtained in step 3-2, after which the reaction mixture was stirred for 2.5 hours at the same temperature. Upon completion of the reaction, the methanol was distilled off under reduced pressure, 100 mL of chloroform was added to the aqueous layer thus obtained, and then 90 mL of 1 mol/L hydrochloric acid was added dropwise ove... Reactants: C1N2CN3CN1CN(C2)C3, O=C(O)C(F)(F)F, O=S(=O)(O)O, Oc1ccc(-n2ncnn2)cc1. Product: O=Cc1cc(-n2ncnn2)ccc1O. RXN SMILES: [CH2:1]1[N:2]2[CH2:3][N:4]3[CH2:5][N:6]([CH2:7]2)[CH2:8][N:9]1[CH2:10]3.[OH:28][C:29]([C:30]([F:31])([F:32])[F:33])=[O:34].[S:23](=[O:24])(=[O:25])([OH:26])[OH:27].[n:11]1[n:12](-[c:16]2[cH:17][cH:18][c:19]([OH:22])[cH:20][cH:21]2)[n:13][n:14][cH:15]1>>[n:11]1[n:12](-[c:16]2[cH:17][cH:18][c:19]([OH:22])[c:20]([CH:29]=[O:28])[cH:21]2)[n:13][n:14][cH:15]1.